From a dataset of the Open Reaction Database (ORD), a public repository of structured organic reaction records. describe an organic reaction: reactants, conditions, products, and yield The reactants are O=[N+]([O-])c1ccc(Br)cc1, O=C([O-])[O-], Cc1ccccc1, OB(O)C1CC1, [K+], [K+]. The product is O=[N+]([O-])c1ccc(C2CC2)cc1. Reaction SMILES: [Br:7][c:8]1[cH:9][cH:10][c:11]([N+:14](=[O:15])[O-:16])[cH:12][cH:13]1.[C:17](=[O:18])([O-:19])[O-:20].[CH3:23][c:24]1[cH:25][cH:26][cH:27][cH:28][cH:29]1.[CH:1]1([B:4]([OH:5])[OH:6])[CH2:2][CH2:3]1.[K+:21].[K+:22]>>[CH:1]1([c:8]2[cH:9][cH:10][c:11]([N+:14](=[O:15])[O-:16])[cH:12][cH:13]2)[CH2:2][CH2:3]1. The reactants are ClC1=C(C=C(C=C1)[N+](=O)[O-])OC (2-chloro-5-nitroanisole), C([O-])([O-])=O.[Na+].[Na+] (sodium carbonate), CCNC1=NC=CC=C1 (2-(2-ethylamino)pyridine), CN1CCCC1=O (NMP), nitro. Run in O (water). Reaction conditions: temperature 10 celsius. Product: COC1=C(C=CC(=C1)[N+](=O)[O-])NCCC1=NC=CC=C1 (N-(2-methoxy-4-nitrophenyl)-N-(2-pyrid-2-ylethyl)amine). As a reaction SMILES: Cl[C:2]1[CH:7]=[CH:6][C:5]([N+:8]([O-:10])=[O:9])=[CH:4][C:3]=1[O:11][CH3:12].C(=O)([O-])[O-].[Na+].[Na+].CCN[C:22]1[CH:27]=[CH:26][CH:25]=[CH:24][N:23]=1.C[N:29]1C(=O)C[CH2:31][CH2:30]1>O>[CH3:12][O:11][C:3]1[CH:4]=[C:5]([N+:8]([O-:10])=[O:9])[CH:6]=[CH:7][C:2]=1[NH:29][CH2:30][CH2:31][C:22]1[CH:27]=[CH:26][CH:25]=[CH:24][N:23]=1 |f:1.2.3|. Procedure: 5.62 g (0.03 mol) of 2-chloro-5-nitroanisole, 4 g (0.038 mol) of sodium carbonate, 4.5 g (0.037 mol) of 2-(2-ethylamino)pyridine, and 25 ml of NMP were introduced into a three-necked flask under nitrogen. The mixture was heated to 10° C. After reaction for 6 days, the reaction mixture was cooled and 75 ml of distilled water were then added slowly with vigorous stirring. The nitro derivative appeared in the form of a brown semi-solid, and was extracted with dichloromethane and then purified on a ... The reactants are O (water), ice water, P(=O)(Cl)(Cl)Cl (phosphorus oxychloride), O (water), ClC1=C(C=C(C=C1)S(=O)(=O)[O-])[N+](=O)[O-].[K+] (potassium 4-chloro-3-nitrobenzenesulfonate). Run in C(C)#N (acetonitrile), S1(=O)(=O)CCCC1 (sulfolane), CC(=O)N(C)C (dimethylacetamide). Reaction conditions: time 3 hour. Yields the product ClC1=C(C=C(C=C1)S(=O)(=O)Cl)[N+](=O)[O-] (4-Chloro-3-nitrobenzenesulfonyl Chloride). RXN SMILES: [Cl:1][C:2]1[CH:7]=[CH:6][C:5]([S:8]([O-])(=[O:10])=[O:9])=[CH:4][C:3]=1[N+:12]([O-:14])=[O:13].[K+].P(Cl)(Cl)([Cl:18])=O.O>C(#N)C.S1(CCCC1)(=O)=O.CC(N(C)C)=O>[Cl:1][C:2]1[CH:7]=[CH:6][C:5]([S:8]([Cl:18])(=[O:10])=[O:9])=[CH:4][C:3]=1[N+:12]([O-:14])=[O:13] |f:0.1|. Procedure: To a solution mixture of 1,280 g of potassium 4-chloro-3-nitrobenzenesulfonate in 1,150 ml of acetonitrile, 250 ml of sulfolane and 30 ml of dimethylacetamide was added dropwise 1,250 ml of phosphorus oxychloride while the temperature was kept at 60° to 70° C. After the reaction proceeded for 3 hours at 73° C., the reaction mixture was cooled with water, then 400 ml of water was added thereto gradually, and then 5 liters of ice water was poured into the reaction mixture. The deposited crystals w... Starting materials: CI, S=c1[nH]c2ccccc2n1C1CCN(C2Cc3cccc4cccc2c34)CC1, [H-], [Na+], CN(C)C=O, O. The product is Cn1c(=S)n(C2CCN(C3Cc4cccc5cccc3c45)CC2)c2ccccc21. Reaction SMILES: [CH3:31][I:32].[CH:1]1([N:13]2[CH2:14][CH2:15][CH:16]([n:19]3[c:20](=[S:28])[nH:21][c:22]4[c:23]3[cH:24][cH:25][cH:26][cH:27]4)[CH2:17][CH2:18]2)[CH2:2][c:3]2[cH:4][cH:5][cH:6][c:7]3[cH:8][cH:9][cH:10][c:11]1[c:12]23.[H-:29].[Na+:30].[O:34]=[CH:35][N:36]([CH3:37])[CH3:38].[OH2:33]>>[CH:1]1([N:13]2[CH2:14][CH2:15][CH:16]([n:19]3[c:20](=[S:28])[n:21]([CH3:31])[c:22]4[c:23]3[cH:24][cH:25][cH:26][cH:27]4)[CH2:17][CH2:18]2)[CH2:2][c:3]2[cH:4][cH:5][cH:6][c:7]3[cH:8][cH:9][cH:10][c:11]1[c:12]23. Starting materials: NC1=C2N=C(N(C2=NC(=N1)I)CCCC(=O)OC)C1=CC(=CC=C1)F (methyl 4-[6-amino-8-(3-fluorophenyl)-2-iodo-9H-9-purinyl]butanoate), CN(C=O)C (N,N-dimethylformamide), dichlorobis(triphenylphosphine)palladium(II)l, C(C)C1(CCCCC1)O (1-ethylcyclohexanol). The reagents and catalysts are [Cu]I (copper(I) iodide). Solvent: C(C)N(CC)CC (triethylamine). Reaction conditions: temperature 70 celsius, time 2.5 hour. The product is NC1=C2N=C(N(C2=NC(=N1)C#CC1(CCCCC1)O)CCCC(=O)OC)C1=CC(=CC=C1)F (Methyl 4-{6-amino-8-(3-fluorophenyl)-2-[2-(1-hydroxycyclohexyl)-1-ethynyl]-9H-9-purinyl}butanoate). Yield: 89.6%. Reaction SMILES: [NH2:1][C:2]1[N:10]=[C:9](I)[N:8]=[C:7]2[C:3]=1[N:4]=[C:5]([C:19]1[CH:24]=[CH:23][CH:22]=[C:21]([F:25])[CH:20]=1)[N:6]2[CH2:12][CH2:13][CH2:14][C:15]([O:17][CH3:18])=[O:16].CN(C)C=O.[CH2:31]([C:33]1([OH:39])[CH2:38][CH2:37][CH2:36][CH2:35][CH2:34]1)[CH3:32]>[Cu]I.C(N(CC)CC)C>[NH2:1][C:2]1[N:10]=[C:9]([C:32]#[C:31][C:33]2([OH:39])[CH2:38][CH2:37][CH2:36][CH2:35][CH2:34]2)[N:8]=[C:7]2[C:3]=1[N:4]=[C:5]([C:19]1[CH:24]=[CH:23][CH:22]=[C:21]([F:25])[CH:20]=1)[N:6]2[CH2:12][CH2:13][CH2:14][C:15]([O:17][CH3:18])=[O:16]. Procedure details: To 162 mg of methyl 4-[6-amino-8-(3-fluorophenyl)-2-iodo-9H-9-purinyl]butanoate were added 8 ml of N,N-dimethylformamide, 30 mg of copper(I) iodide, 30 mg of dichlorobis(triphenylphosphine)palladium(II)l, 80 mg of 1-ethylcyclohexanol and 74 μl of triethylamine and the mixutre was stirred in a nitrogen stream at 70° C. for 2.5 hours. After it was allowed to cool, the solvent was evaporated and the resulting reside was subjected to a silica gel column chromatography (25 g of silica gel; chloroform... Reactants: N1=CC=CC=2CCC3=C(OC21)C=CC(=C3)C(C(=O)O)C (2-(5,6-dihydro benzo[b]pyrido[3,2-f]-oxepin-8-yl)-propionic acid), Cl (hydrogen chloride), C(C)O (ethanol), C(C)O (ethanol), C(O)([O-])=O.[Na+] (sodium hydrogencarbonate). Run at time 1 hour. Yields the product N1=CC=CC=2CCC3=C(OC21)C=CC(=C3)C(C(=O)OCC)C (ethyl 2-(5,6-dihydro benzo[b]pyrido-[3,2-f]oxepin-8-yl)-propionate). Reaction SMILES: [N:1]1[C:11]2[O:10][C:9]3[CH:12]=[CH:13][C:14]([CH:16]([CH3:20])[C:17]([OH:19])=[O:18])=[CH:15][C:8]=3[CH2:7][CH2:6][C:5]=2[CH:4]=[CH:3][CH:2]=1.Cl.C(=O)([O-])O.[Na+].[CH2:27](O)[CH3:28]>>[N:1]1[C:11]2[O:10][C:9]3[CH:12]=[CH:13][C:14]([CH:16]([CH3:20])[C:17]([O:19][CH2:27][CH3:28])=[O:18])=[CH:15][C:8]=3[CH2:7][CH2:6][C:5]=2[CH:4]=[CH:3][CH:2]=1 |f:2.3|. Procedure details: The mixture of 30 mg of 2-(5,6-dihydro benzo[b]pyrido[3,2-f]-oxepin-8-yl)-propionic acid in 0.5 ml of ethanol and 2 ml of ethanol saturated with hydrogen chloride gas was stirred at room temperature for 1 hour. The mixture was alkalified with saturated sodium hydrogencarbonate and extracted with chloroform. The extract was washed with saturated sodium chloride solution and dried over anhydrous sodium sulfate. The solvent was distilled off to obtain oily substance, which was chromatographed over ... The reactants are CCOC(C)=O, CCCCCI, C1CCOC1, [Li]CCCC, CC1(C)CCC(C)(C)C2=C1CC(C(=O)O)C2, CCCCC, CCCCCC, CC(C)NC(C)C, Cl. Yields the product CCCCCC1(C(=O)O)CC2=C(C1)C(C)(C)CCC2(C)C. Reaction SMILES: [C:46]([O:47][CH2:48][CH3:49])(=[O:50])[CH3:51].[CH2:29]([CH2:30][CH2:31][CH2:32][CH3:33])[I:34].[CH2:36]1[O:37][CH2:38][CH2:39][CH2:40]1.[CH2:8]([Li:9])[CH2:10][CH2:11][CH3:12].[CH3:13][C:14]1([CH3:28])[C:15]2=[C:19]([CH2:18][CH:17]([C:25](=[O:26])[OH:27])[CH2:16]2)[C:20]([CH3:23])([CH3:24])[CH2:21][CH2:22]1.[CH3:41][CH2:42][CH2:43][CH2:44][CH3:45].[CH3:52][CH2:53][CH2:54][CH2:55][CH2:56][CH3:57].[CH:1]([NH:2][CH:3]([CH3:4])[CH3:5])([CH3:6])[CH3:7].[ClH:35]>>[CH3:13][C:14]1([CH3:28])[C:15]2=[C:19]([CH2:18][C:17]([C:25](=[O:26])[OH:27])([CH2:29][CH2:30][CH2:31][CH2:32][CH3:33])[CH2:16]2)[C:20]([CH3:23])([CH3:24])[CH2:21][CH2:22]1. Starting materials: COC(C1=C(C(=CC=C1)CN1CCCC1)N(CC=1C=NC=CC1)S(=O)(=O)C1=CC=C(C=C1)OC)=O (2-[(4-Methoxy-benzenesulfonyl)-pyridin-3-ylmethyl-amino]-3-pyrrolidin-1-ylmethyl-benzoic acid methyl ester), [OH-].[Na+] (sodium hydroxide). Run in C1CCOC1.CO (THF Methanol). Yields the product COC1=CC=C(C=C1)S(=O)(=O)N(C1=C(C(=O)O)C=CC=C1CN1CCCC1)CC=1C=NC=CC1 (2-[(4-Methoxy-benzenesulfonyl)-pyridin-3-ylmethyl-amino]-3-pyrrolidin-1-ylmethyl-benzoic acid). Yield: 67.6%. As a reaction SMILES: C[O:2][C:3](=[O:35])[C:4]1[CH:9]=[CH:8][CH:7]=[C:6]([CH2:10][N:11]2[CH2:15][CH2:14][CH2:13][CH2:12]2)[C:5]=1[N:16]([S:24]([C:27]1[CH:32]=[CH:31][C:30]([O:33][CH3:34])=[CH:29][CH:28]=1)(=[O:26])=[O:25])[CH2:17][C:18]1[CH:19]=[N:20][CH:21]=[CH:22][CH:23]=1.[OH-].[Na+]>C1COCC1.CO>[CH3:34][O:33][C:30]1[CH:31]=[CH:32][C:27]([S:24]([N:16]([CH2:17][C:18]2[CH:19]=[N:20][CH:21]=[CH:22][CH:23]=2)[C:5]2[C:6]([CH2:10][N:11]3[CH2:15][CH2:14][CH2:13][CH2:12]3)=[CH:7][CH:8]=[CH:9][C:4]=2[C:3]([OH:35])=[O:2])(=[O:26])=[O:25])=[CH:28][CH:29]=1 |f:1.2,3.4|. Procedure details: To a solution of 0.754 g (1.523 mmol) of the product of Example 318 in 15 mL of THF/Methanol (1:1) was added 7.6 mL of 1.0N sodium hydroxide solution. The resulting mixture was heated to reflux for 15 h and then concentrated in vacuo. The residue was diluted with water, neutralized with 5% HCl solution and exited with dichloromethane. The organics were dried over Na2SO4, filtered and concentrated in vacuo to provide 0.496 g (67%) of the product as a tan solid. Electrospray Mass Spec: 482.5 (M+H)... Starting materials: COCOC1CC(C(=O)O)N(C(=O)OCc2ccccc2)C1, C(=NC1CCCCC1)=NC1CCCCC1, NCC1CCCCC1, C1COCCO1, O=C1CCC(=O)N1O. The product is COCOC1CC(C(=O)NCC2CCCCC2)N(C(=O)OCc2ccccc2)C1. As a reaction SMILES: [CH2:16]([c:17]1[cH:18][cH:19][cH:20][cH:21][cH:22]1)[O:23][C:24](=[O:25])[N:26]1[CH:27]([C:28](=[O:29])[OH:30])[CH2:31][CH:32]([O:34][CH2:35][O:36][CH3:37])[CH2:33]1.[CH:1]1([N:2]=[C:3]=[N:4][CH:5]2[CH2:6][CH2:7][CH2:8][CH2:9][CH2:10]2)[CH2:11][CH2:12][CH2:13][CH2:14][CH2:15]1.[CH:38]1([CH2:44][NH2:45])[CH2:39][CH2:40][CH2:41][CH2:42][CH2:43]1.[O:54]1[CH2:55][CH2:56][O:57][CH2:58][CH2:59]1.[OH:46][N:47]1[C:48](=[O:49])[CH2:50][CH2:51][C:52]1=[O:53]>>[CH2:16]([c:17]1[cH:18][cH:19][cH:20][cH:21][cH:22]1)[O:23][C:24](=[O:25])[N:26]1[CH:27]([C:28](=[O:30])[NH:45][CH2:44][CH:38]2[CH2:39][CH2:40][CH2:41][CH2:42][CH2:43]2)[CH2:31][CH:32]([O:34][CH2:35][O:36][CH3:37])[CH2:33]1.